From a dataset of the Open Reaction Database (ORD), a public repository of structured organic reaction records. describe an organic reaction: reactants, conditions, products, and yield The reactants are CN1CC2=C(N(C=3C=CC(=CC23)C)CC(CCOS(=O)(=O)C)C2=CC=NC=C2)CC1 (Methanesulfonic acid 4-(2,8-dimethyl-1,2,3,4-tetrahydro-pyrido[4,3-b]indol-5-yl)-3-pyridin-4-yl-butyl ester), N (ammonia). Yields the product CN1CC2=C(N(C=3C=CC(=CC23)C)CC(CCN)C2=CC=NC=C2)CC1 (4-(2,8-dimethyl-1,2,3,4-tetrahydro-pyrido[4,3-b]indol-5-yl)-3-pyridin-4-yl-butylamine). RXN SMILES: [CH3:1][N:2]1[CH2:30][CH2:29][C:5]2[N:6]([CH2:14][CH:15]([C:23]3[CH:28]=[CH:27][N:26]=[CH:25][CH:24]=3)[CH2:16][CH2:17]OS(C)(=O)=O)[C:7]3[CH:8]=[CH:9][C:10]([CH3:13])=[CH:11][C:12]=3[C:4]=2[CH2:3]1.[NH3:31]>>[CH3:1][N:2]1[CH2:30][CH2:29][C:5]2[N:6]([CH2:14][CH:15]([C:23]3[CH:28]=[CH:27][N:26]=[CH:25][CH:24]=3)[CH2:16][CH2:17][NH2:31])[C:7]3[CH:8]=[CH:9][C:10]([CH3:13])=[CH:11][C:12]=3[C:4]=2[CH2:3]1. Procedure details: Methanesulfonic acid 4-(2,8-dimethyl-1,2,3,4-tetrahydro-pyrido[4,3-b]indol-5-yl)-3-pyridin-4-yl-butyl ester (200 mg, 0.468 mmol) in 10 mL of aqueous ammonia was heated at 100° C. for 1 h. The progress of reaction was monitored by TLC. After consumption of starting material, the reaction mixture was dried and the crude product was purified by reverse phase chromatography to obtain 33 mg of 4-(2,8-dimethyl-1,2,3,4-tetrahydro-pyrido[4,3-b]indol-5-yl)-3-pyridin-4-yl-butylamine as the TFA salt. 1H NM... Reactants: COC(=O)C(Cc1ccc(Br)cc1)NC(=O)OC(C)(C)C, CC(C)C[AlH]CC(C)C, ClCCl. Yields the product CC(C)(C)OC(=O)NC(C=O)Cc1ccc(Br)cc1. Reaction SMILES: [CH3:1][O:2][C:3]([CH:4]([CH2:5][c:6]1[cH:7][cH:8][c:9]([Br:12])[cH:10][cH:11]1)[NH:13][C:14](=[O:15])[O:16][C:17]([CH3:18])([CH3:19])[CH3:20])=[O:21].[CH3:22][CH:23]([CH2:24][AlH:25][CH2:26][CH:27]([CH3:28])[CH3:29])[CH3:30].[Cl:31][CH2:32][Cl:33]>>[O:2]=[CH:3][CH:4]([CH2:5][c:6]1[cH:7][cH:8][c:9]([Br:12])[cH:10][cH:11]1)[NH:13][C:14](=[O:15])[O:16][C:17]([CH3:18])([CH3:19])[CH3:20].